This data is from the Open Reaction Database (ORD), a public repository of structured organic reaction records. The task is: describe an organic reaction: reactants, conditions, products, and yield Reactants: C=O, C1CCNCC1, COc1c(O)cc(O)c2c(=O)cc(-c3ccccc3)oc12, CO. Yields the product COc1c(O)c(CN2CCCCC2)c(O)c2c(=O)cc(-c3ccccc3)oc12. RXN SMILES: [CH2:22]=[O:23].[CH2:24]1[CH2:25][CH2:26][NH:27][CH2:28][CH2:29]1.[CH3:1][O:2][c:3]1[c:4]([OH:5])[cH:6][c:7]([OH:8])[c:9]2[c:10]1[o:11][c:12](-[c:16]1[cH:17][cH:18][cH:19][cH:20][cH:21]1)[cH:13][c:14]2=[O:15].[CH3:30][OH:31]>>[CH3:1][O:2][c:3]1[c:4]([OH:5])[c:6]([CH2:22][N:27]2[CH2:26][CH2:25][CH2:24][CH2:29][CH2:28]2)[c:7]([OH:8])[c:9]2[c:10]1[o:11][c:12](-[c:16]1[cH:17][cH:18][cH:19][cH:20][cH:21]1)[cH:13][c:14]2=[O:15].